From a dataset of the Open Reaction Database (ORD), a public repository of structured organic reaction records. describe an organic reaction: reactants, conditions, products, and yield Reactants: COc1ccc(N(C(=O)c2c3ccccc3nc3occc23)S(=O)(=O)CCCC(=O)OC(C)(C)C)cc1, O=C(O)C(F)(F)F. Yields the product COc1ccc(N(C(=O)c2c3ccccc3nc3occc23)S(=O)(=O)CCCC(=O)O)cc1. Reaction SMILES: [CH3:1][O:2][c:3]1[cH:4][cH:5][c:6]([N:9]([C:10](=[O:11])[c:12]2[c:13]3[c:14]([n:15][c:16]4[cH:17][cH:18][cH:19][cH:20][c:21]24)[o:22][cH:23][cH:24]3)[S:25](=[O:26])(=[O:27])[CH2:28][CH2:29][CH2:30][C:31](=[O:32])[O:33][C:34]([CH3:35])([CH3:36])[CH3:37])[cH:7][cH:8]1.[OH:38][C:39]([C:40]([F:41])([F:42])[F:43])=[O:44]>>[CH3:1][O:2][c:3]1[cH:4][cH:5][c:6]([N:9]([C:10](=[O:11])[c:12]2[c:13]3[c:14]([n:15][c:16]4[cH:17][cH:18][cH:19][cH:20][c:21]24)[o:22][cH:23][cH:24]3)[S:25](=[O:26])(=[O:27])[CH2:28][CH2:29][CH2:30][C:31](=[O:32])[OH:33])[cH:7][cH:8]1. Starting materials: ClC1=NC(=CC=C1C(=O)O)C (2-chloro-6-methylpyridine-3-carboxylic acid), NC1=CC(=NN1)C (5-amino-3-methylpyrazole). Solvent: CO (methanol). Yields the product CC1=NN2C(NC3=C(C2=O)C=CC(=N3)C)=C1 (2,6-Dimethylpyrazolo[1,5-a]pyrido[2,3-d]pyrimidin-9(4H)-one). As a reaction SMILES: Cl[C:2]1[C:7]([C:8]([OH:10])=O)=[CH:6][CH:5]=[C:4]([CH3:11])[N:3]=1.[NH2:12][C:13]1[NH:17][N:16]=[C:15]([CH3:18])[CH:14]=1>CO>[CH3:18][C:15]1[CH:14]=[C:13]2[NH:12][C:2]3[N:3]=[C:4]([CH3:11])[CH:5]=[CH:6][C:7]=3[C:8](=[O:10])[N:17]2[N:16]=1. Procedure: 17.1 g. of 2-chloro-6-methylpyridine-3-carboxylic acid and 19.4 g. of 5-amino-3-methylpyrazole are heated together for 10 minutes at 180°-190°. The mixture is cooled to room temperature and treated with methanol. The crystalline 2,6-dimethylpyrazolo[1,5-a]pyrido[2,3-d]pyrimidin-9(4H)-one is filtered off and recrystallized from dimethylformamide, yield: 13.5 g. (64%); m.p. >300°. Reactants: COc1cc(OC)cc(S(=O)(=O)c2ccc([N+](=O)[O-])c(C)c2)c1, CO, [Cl-], [Fe], [NH4+], O. The product is COc1cc(OC)cc(S(=O)(=O)c2ccc(N)c(C)c2)c1. Reaction SMILES: [CH3:1][O:2][c:3]1[cH:4][c:5]([S:11](=[O:12])(=[O:13])[c:14]2[cH:15][c:16]([CH3:23])[c:17]([N+:20]([O-:21])=[O:22])[cH:18][cH:19]2)[cH:6][c:7]([O:9][CH3:10])[cH:8]1.[CH3:26][OH:27].[Cl-:24].[Fe:29].[NH4+:25].[OH2:28]>>[CH3:1][O:2][c:3]1[cH:4][c:5]([S:11](=[O:12])(=[O:13])[c:14]2[cH:15][c:16]([CH3:23])[c:17]([NH2:20])[cH:18][cH:19]2)[cH:6][c:7]([O:9][CH3:10])[cH:8]1. As a reaction SMILES: [C:1]([O:4][C:5]1[CH:10]=[CH:9][C:8]([C:11]2[CH:16]=[CH:15][CH:14]=[CH:13][CH:12]=2)=[CH:7][CH:6]=1)(=[O:3])[CH3:2].[Br:17][CH2:18][C:19](Br)=[O:20].[Cl-].[Al+3].[Cl-].[Cl-].Cl>ClCCl>[C:1]([O:4][C:5]1[CH:10]=[CH:9][C:8]([C:11]2[CH:16]=[CH:15][C:14]([C:19](=[O:20])[CH2:18][Br:17])=[CH:13][CH:12]=2)=[CH:7][CH:6]=1)(=[O:3])[CH3:2] |f:2.3.4.5|. Yields the product C(C)(=O)OC1=CC=C(C=C1)C1=CC=C(C=C1)C(CBr)=O (4′-(2-Bromoacetyl)[1,1′-biphenyl]-4-yl acetate). Procedure details: A solution of 50 g (236 mmol) of [1,1′-biphenyl]-4-yl acetate in 500 ml dichloromethane was placed under argon and cooled to 0° C. Bromoacetyl bromide (31.6 ml, 363 mmol) was added, followed by aluminium chloride (94.3 g, 707 mmol) which was added in portions under vigorous stirring over 30 min. The resulting mixture was stirred at 0° C. for a further 30 min and at room temperature overnight. The mixture was then slowly poured into 500 ml of cold 10% HCl and extracted three times with dichlorome... Solvent: ClCCl (dichloromethane). The reactants are C(C)(=O)OC1=CC=C(C=C1)C1=CC=CC=C1 ([1,1′-biphenyl]-4-yl acetate), Cl (HCl), BrCC(=O)Br (Bromoacetyl bromide), [Cl-].[Al+3].[Cl-].[Cl-] (aluminium chloride). Run at temperature 0 celsius, time 30 minute. The reactants are N#CCc1ccccc1Br, Cc1ccccc1, OB(O)C1CC1, C1CCC(P(C2CCCCC2)C2CCCCC2)CC1, [K+], [K+], [K+], CC(=O)[O-], CC(=O)[O-], O, O=P([O-])([O-])[O-], [Pd+2]. Yields the product N#CCc1ccccc1C1CC1. RXN SMILES: [Br:1][c:2]1[c:3]([CH2:8][C:9]#[N:10])[cH:4][cH:5][cH:6][cH:7]1.[CH3:44][c:45]1[cH:46][cH:47][cH:48][cH:49][cH:50]1.[CH:11]1([B:14]([OH:15])[OH:16])[CH2:12][CH2:13]1.[CH:25]1([P:26]([CH:27]2[CH2:28][CH2:29][CH2:30][CH2:31][CH2:32]2)[CH:33]2[CH2:34][CH2:35][CH2:36][CH2:37][CH2:38]2)[CH2:39][CH2:40][CH2:41][CH2:42][CH2:43]1.[K+:22].[K+:23].[K+:24].[O-:52][C:53]([CH3:54])=[O:55].[O-:56][C:57]([CH3:58])=[O:59].[OH2:60].[P:17]([O-:18])([O-:19])([O-:20])=[O:21].[Pd+2:51]>>[c:2]1([CH:11]2[CH2:12][CH2:13]2)[c:3]([CH2:8][C:9]#[N:10])[cH:4][cH:5][cH:6][cH:7]1.